Task: describe an organic reaction: reactants, conditions, products, and yield. Dataset: the Open Reaction Database (ORD), a public repository of structured organic reaction records Reactants: ClC1=C(C=C(C=C1)Cl)[N+](=O)[O-] (1,4-dichloro-2-nitrobenzene), N1CCC2=CC=CC=C12 (indoline). Run in CN(C=O)C (dimethylformamide). Product: ClC1=CC(=C(C=C1)N1CCC2=CC=CC=C12)[N+](=O)[O-] (1-(4-chloro-2-nitrophenyl)indoline). Reaction SMILES: Cl[C:2]1[CH:7]=[CH:6][C:5]([Cl:8])=[CH:4][C:3]=1[N+:9]([O-:11])=[O:10].[NH:12]1[C:20]2[C:15](=[CH:16][CH:17]=[CH:18][CH:19]=2)[CH2:14][CH2:13]1>CN(C)C=O>[Cl:8][C:5]1[CH:6]=[CH:7][C:2]([N:12]2[C:20]3[C:15](=[CH:16][CH:17]=[CH:18][CH:19]=3)[CH2:14][CH2:13]2)=[C:3]([N+:9]([O-:11])=[O:10])[CH:4]=1. Procedure: A stirred solution of 38.4 g (0.20 mole) of 1,4-dichloro-2-nitrobenzene and 59.6 g (0.50 mole) of indoline in 400 ml of dimethylformamide (DMF) was heated under nitrogen at 140°-145° C. alignment overnight (23 hours). The DMF solvent was then removed in vacuo and the residue was dissolved in 500 ml of dichloromethane. This solution was extracted with H2O, with dilute hydrochloric acid, with brine, then dried over Na2SO4 and concentrated to an oil. This was adsorbed on a tall chromatography colum... Procedure: Iodomethane (556 μL, 8.93 mmol) was added dropwise to a cooled (0° C.) mixture of commercially available 3-[1-(tert-butoxycarbonyl)piperidin-4-yl]propanoic acid (2.09 g, 8.12 mmol) and K2CO3 (2.81 g, 20.3 mmol) in 20 mL of DMF. The reaction mixture was permitted to warm to rt and stir overnight. The reaction mixture was diluted with ether and washed four times with water, then once with brine. The ethereal layer was dried over anhydrous MgSO4, filtered, and concentrated. Purification by MPLC (si... As a reaction SMILES: IC.[C:3]([O:7][C:8]([N:10]1[CH2:15][CH2:14][CH:13]([CH2:16][CH2:17][C:18]([OH:20])=[O:19])[CH2:12][CH2:11]1)=[O:9])([CH3:6])([CH3:5])[CH3:4].[C:21]([O-])([O-])=O.[K+].[K+]>CN(C=O)C.CCOCC>[CH3:21][O:19][C:18](=[O:20])[CH2:17][CH2:16][CH:13]1[CH2:14][CH2:15][N:10]([C:8]([O:7][C:3]([CH3:6])([CH3:4])[CH3:5])=[O:9])[CH2:11][CH2:12]1 |f:2.3.4|. Run at time 8 hour. Yields the product COC(CCC1CCN(CC1)C(=O)OC(C)(C)C)=O (tert-butyl 4-(3-methoxy-3-oxopropyl)piperidine-1-carboxylate). Reactants: C(C)(C)(C)OC(=O)N1CCC(CC1)CCC(=O)O (3-[1-(tert-butoxycarbonyl)piperidin-4-yl]propanoic acid), C(=O)([O-])[O-].[K+].[K+] (K2CO3), IC (Iodomethane). Run in CN(C)C=O (DMF), CCOCC (ether).